From a dataset of the Open Reaction Database (ORD), a public repository of structured organic reaction records. describe an organic reaction: reactants, conditions, products, and yield Starting materials: CNC, CN(C)C=O, Clc1nc2ccccc2n2cnnc12. The product is CN(C)c1nc2ccccc2n2cnnc12. Reaction SMILES: [CH3:15][NH:16][CH3:17].[CH3:18][N:19]([CH3:20])[CH:21]=[O:22].[Cl:1][c:2]1[c:3]2[n:4]([c:5]3[cH:6][cH:7][cH:8][cH:9][c:10]3[n:11]1)[cH:12][n:13][n:14]2>>[c:2]1([N:16]([CH3:15])[CH3:17])[c:3]2[n:4]([c:5]3[cH:6][cH:7][cH:8][cH:9][c:10]3[n:11]1)[cH:12][n:13][n:14]2. Starting materials: CCOC(=O)c1nc(Cc2ccccc2[N+](=O)[O-])n[nH]1, CCO, O=[Pt]. The product is CCOC(=O)c1nc(Cc2ccccc2N)n[nH]1. RXN SMILES: [CH2:1]([CH3:2])[O:3][C:4](=[O:5])[c:6]1[n:7][c:8]([CH2:11][c:12]2[c:13]([N+:18]([O-:19])=[O:20])[cH:14][cH:15][cH:16][cH:17]2)[n:9][nH:10]1.[CH3:23][CH2:24][OH:25].[Pt:21]=[O:22]>>[CH2:1]([CH3:2])[O:3][C:4](=[O:5])[c:6]1[n:7][c:8]([CH2:11][c:12]2[c:13]([NH2:18])[cH:14][cH:15][cH:16][cH:17]2)[n:9][nH:10]1. Reactants: BrC=1C=CC(=C(C(=O)O)C1)Cl (5-Bromo-2-chlorobenzoic acid), C(CC)C=1SC=CC1 (2-n-propylthiophene). The product is BrC=1C=CC(=C(C1)CC=1SC(=CC1)CCC)Cl (5-Bromo-2-chloro-1-(5-n-propyl-2-thienylmethyl)benzene). RXN SMILES: [Br:1][C:2]1[CH:3]=[CH:4][C:5]([Cl:11])=[C:6]([CH:10]=1)[C:7](O)=O.[CH2:12]([C:15]1[S:16][CH:17]=[CH:18][CH:19]=1)[CH2:13][CH3:14]>>[Br:1][C:2]1[CH:3]=[CH:4][C:5]([Cl:11])=[C:6]([CH2:7][C:17]2[S:16][C:15]([CH2:12][CH2:13][CH3:14])=[CH:19][CH:18]=2)[CH:10]=1. Reported procedure: 5-Bromo-2-chlorobenzoic acid and 2-n-propylthiophene were used and treated in a manner similar to Reference Example 5 to give the target compound. Reactants: CC(C)(O)CCCc1ccccc1, O, O=S(=O)(O)O. Product: CC1(C)CCCc2ccccc21. As a reaction SMILES: [CH3:6][C:7]([CH3:8])([CH2:9][CH2:10][CH2:11][c:12]1[cH:13][cH:14][cH:15][cH:16][cH:17]1)[OH:18].[OH2:19].[S:1](=[O:2])(=[O:3])([OH:4])[OH:5]>>[CH3:6][C:7]1([CH3:8])[CH2:9][CH2:10][CH2:11][c:12]2[cH:13][cH:14][cH:15][cH:16][c:17]21. Starting materials: C(#N)C=1N=C(C2=C(C=CC=C2C1)F)N[C@@H]1CN(CC1)C(=O)OC(C)(C)C ((S)-tert-butyl 3-((3-cyano-8-fluoroisoquinolin-1-yl)amino)pyrrolidine-1-carboxylate), N(N)C(=O)OCC (ethyl hydrazinecarboxylate), N1=C2N(CCCC1)CCCC2 (2,3,4,5,7,8,9,10-octahydropyrido[1,2-a][1,3]diazepine), [H-].[Na+] (NaH). Run at temperature 170 celsius. Yields the product FC=1C=CC=C2C=C(N=C(C12)N[C@@H]1CN(CC1)C(=O)OC(C)(C)C)C1=NNC(N1)=O ((S)-tert-butyl 3-((8-fluoro-3-(5-oxo-4,5-dihydro-1H-1,2,4-triazol-3-yl)isoquinolin-1-yl)amino)pyrrolidine-1-carboxylate). Yield: 25.8%. As a reaction SMILES: [C:1]([C:3]1[N:4]=[C:5]([NH:14][C@H:15]2[CH2:19][CH2:18][N:17]([C:20]([O:22][C:23]([CH3:26])([CH3:25])[CH3:24])=[O:21])[CH2:16]2)[C:6]2[C:11]([CH:12]=1)=[CH:10][CH:9]=[CH:8][C:7]=2[F:13])#[N:2].[NH:27]([C:29]([O:31]CC)=O)N.[N:34]1CCCCN2CCCCC=12.[H-].[Na+]>>[F:13][C:7]1[CH:8]=[CH:9][CH:10]=[C:11]2[C:6]=1[C:5]([NH:14][C@H:15]1[CH2:19][CH2:18][N:17]([C:20]([O:22][C:23]([CH3:26])([CH3:25])[CH3:24])=[O:21])[CH2:16]1)=[N:4][C:3]([C:1]1[NH:27][C:29](=[O:31])[NH:34][N:2]=1)=[CH:12]2 |f:3.4|. Reported procedure: To a mixture of (S)-tert-butyl 3-((3-cyano-8-fluoroisoquinolin-1-yl)amino)pyrrolidine-1-carboxylate (1.0 g, 2.81 mmol), ethyl hydrazinecarboxylate (7.74 g, 74.40 mmol) and 2,3,4,5,7,8,9,10-octahydropyrido[1,2-a][1,3]diazepine (1.13 g, 7.44 mmol) was added a catalytic amount of NaH (10 mg, 0.25 mmol). The reaction mixture was heated to 170° C. for 30 minutes. The crude product was purified by preparative HPLC to give the title compound as pale yellow solid (300 mg, 25.7%). ESI-MS m/z [M+H]+ 415.2...